This data is from the Open Reaction Database (ORD), a public repository of structured organic reaction records. The task is: describe an organic reaction: reactants, conditions, products, and yield The reactants are CC(C)COC(=O)Cl, CCN(C(C)C)C(C)C, C1CCOC1, CN1CCOCC1, CCOC(C)=O, Cc1ccccc1C(=O)c1ccc(Nc2ccccc2NC(=O)CCC(=O)O)cc1Cl, Cl. Yields the product Cc1ccccc1C(=O)c1ccc(Nc2ccccc2N2C(=O)CCC2=O)cc1Cl. RXN SMILES: [CH2:1]([O:2][C:3]([Cl:4])=[O:5])[CH:6]([CH3:7])[CH3:8].[CH2:47]([N:48]([CH:49]([CH3:50])[CH3:51])[CH:52]([CH3:53])[CH3:54])[CH3:55].[CH2:57]1[O:58][CH2:59][CH2:60][CH2:61]1.[CH3:40][N:41]1[CH2:42][CH2:43][O:44][CH2:45][CH2:46]1.[CH3:62][CH2:63][O:64][C:65]([CH3:66])=[O:67].[Cl:9][c:10]1[cH:11][c:12]([NH:25][c:26]2[c:27]([NH:32][C:33]([CH2:34][CH2:35][C:36](=[O:37])[OH:38])=[O:39])[cH:28][cH:29][cH:30][cH:31]2)[cH:13][cH:14][c:15]1[C:16]([c:17]1[c:18]([CH3:23])[cH:19][cH:20][cH:21][cH:22]1)=[O:24].[ClH:56]>>[Cl:9][c:10]1[cH:11][c:12]([NH:25][c:26]2[c:27]([N:32]3[C:33](=[O:39])[CH2:34][CH2:35][C:36]3=[O:38])[cH:28][cH:29][cH:30][cH:31]2)[cH:13][cH:14][c:15]1[C:16]([c:17]1[c:18]([CH3:23])[cH:19][cH:20][cH:21][cH:22]1)=[O:24].